Dataset: the Open Reaction Database (ORD), a public repository of structured organic reaction records. Task: describe an organic reaction: reactants, conditions, products, and yield Starting materials: [BH3-]C#N, CCOC(=O)Cc1ccc(OC)c(-c2ccc(C(F)(F)F)cc2C=O)c1, CCN, CC(=O)O, CO, [Na+]. Product: CCNCc1cc(C(F)(F)F)ccc1-c1cc(CC(=O)OCC)ccc1OC. Reaction SMILES: [C:34]([BH3-:35])#[N:36].[CH2:1]([CH3:2])[O:3][C:4]([CH2:5][c:6]1[cH:7][c:8](-[c:14]2[c:15]([CH:24]=[O:25])[cH:16][c:17]([C:20]([F:21])([F:22])[F:23])[cH:18][cH:19]2)[c:9]([O:12][CH3:13])[cH:10][cH:11]1)=[O:26].[CH3:27][CH2:28][NH2:29].[CH3:30][C:31](=[O:32])[OH:33].[CH3:38][OH:39].[Na+:37]>>[CH2:1]([CH3:2])[O:3][C:4]([CH2:5][c:6]1[cH:7][c:8](-[c:14]2[c:15]([CH2:24][NH:29][CH2:28][CH3:27])[cH:16][c:17]([C:20]([F:21])([F:22])[F:23])[cH:18][cH:19]2)[c:9]([O:12][CH3:13])[cH:10][cH:11]1)=[O:26]. Starting materials: [N+](=O)([O-])C1=CC=CC=2C(SCC21)=O (4-Nitrobenzo[c]thiophene-1(3H)-one), stannous chloride dihydrate, Cl (hydrochloric acid). Yields the product Cl.O=C1SCC2=C1C=CC=C2N (1,3-dihydro-1-oxobenzo[c]thiophene-4-amine hydrochloride). RXN SMILES: [N+:1]([C:4]1[C:12]2[CH2:11][S:10][C:9](=[O:13])[C:8]=2[CH:7]=[CH:6][CH:5]=1)([O-])=O.[ClH:14]>>[ClH:14].[O:13]=[C:9]1[C:8]2[CH:7]=[CH:6][CH:5]=[C:4]([NH2:1])[C:12]=2[CH2:11][S:10]1 |f:2.3|. Reported procedure: 4-Nitrobenzo[c]thiophene-1(3H)-one (38.1 g) was added portionwise to a solution of 146.0 g of stannous chloride dihydrate in 325 ml concentrated hydrochloric acid. A slow exotherm from 18° to 42° occurred and the reaction mixture was maintained at 40°-45° by cooling. When the exotherm subsided, the suspension was stirred while cooling to ambient temperature (3.5 hours). The solid was collected, washed with a small volume of cold concentrated hydrochloric acid, then dried under nitrogen to give 5... The reactants are [N+](=[N-])=C(C(=O)OCC1=CC=C(C=C1)[N+](=O)[O-])C([C@H](C)[C@H]1NC([C@@H]1[C@@H](C)O)=O)=O (4-nitrobenzyl (4R)-2-diazo-4-[(2R, 3S)-3-{(1R)-1-hydroxyethyl}-4-oxoazetidin-2-yl]-3-oxopentanoate), C(C)(=O)[O-] (acetate). Solvent: C1=CC=CC=C1 (benzene), ClCCCl (1,2-dichloroethane). Product: O[C@H](C)[C@@H]1[C@H]2[C@H](C(C(N2C1=O)C(=O)OCC1=CC=C(C=C1)[N+](=O)[O-])=O)C (4-nitrobenzyl (4R,5R,6S)-6-[(1R)-1-hydroxyethyl]-4-methyl-3,7-dioxo-1-azabicyclo[3.2.0]heptane-2-carboxylate). As a reaction SMILES: [N+](=[C:3]([C:17](=[O:28])[C@@H:18]([C@@H:20]1[C@@H:23]([C@H:24]([OH:26])[CH3:25])[C:22](=[O:27])[NH:21]1)[CH3:19])[C:4]([O:6][CH2:7][C:8]1[CH:13]=[CH:12][C:11]([N+:14]([O-:16])=[O:15])=[CH:10][CH:9]=1)=[O:5])=[N-].C([O-])(=O)C>ClCCCl.C1C=CC=CC=1>[OH:26][C@@H:24]([C@H:23]1[C:22](=[O:27])[N:21]2[C@@H:20]1[C@@H:18]([CH3:19])[C:17](=[O:28])[CH:3]2[C:4]([O:6][CH2:7][C:8]1[CH:13]=[CH:12][C:11]([N+:14]([O-:16])=[O:15])=[CH:10][CH:9]=1)=[O:5])[CH3:25]. Reported procedure: To a solution of 4-nitrobenzyl (4R)-2-diazo-4-[(2R, 3S)-3-{(1R)-1-hydroxyethyl}-4-oxoazetidin-2-yl]-3-oxopentanoate (0.5 g) in 1,2-dichloroethane (10 ml) was added rhodiim(II) acetate (2 mg) under refluxing. After refluxing for 30 minutes, the reaction mixture was cooled and evaporated in vacuo to give a residue. The residue was dissolved in anhydrous benzene (10 ml) and then evaporated. This operation was repeated once again and the residue was dried in vacuo to give 4-nitrobenzyl (4R,5R,6S)-6-... Reactants: C(=O)(C(F)(F)F)O (TFA), C=O (Formalin), [BH4-].[Na+] (Sodium borohydride), C(=O)(OC(C)(C)C)N1CCN(CC1)C1=C(C(=CC=C1)Cl)C#N (1-Boc-4-(3-Chloro-2-cyano-phenyl)-piperazine), C(#N)[BH3-].[Na+] (sodium cyanoborohydride). The solvent is C1CCOC1 (THF), C1CCOC1 (THF), ThF, C(C)#N (acetonitrile). Conditions: time 30 minute. Product: C(=O)(OC(C)(C)C)N1CCN(CC1)C1=C(C(=CC=C1)Cl)CN(C)C (1-Boc-4-(3-Chloro-2-dimethylaminomethyl-phenyl)-piperazine). Isolated yield 8.1%. Reaction SMILES: [BH4-].[Na+].[C:3](O)(C(F)(F)F)=O.[C:10]([N:17]1[CH2:22][CH2:21][N:20]([C:23]2[CH:28]=[CH:27][CH:26]=[C:25]([Cl:29])[C:24]=2[C:30]#N)[CH2:19][CH2:18]1)([O:12][C:13]([CH3:16])([CH3:15])[CH3:14])=[O:11].C=O.[C:34]([BH3-])#[N:35].[Na+]>C1COCC1.C(#N)C>[C:10]([N:17]1[CH2:22][CH2:21][N:20]([C:23]2[CH:28]=[CH:27][CH:26]=[C:25]([Cl:29])[C:24]=2[CH2:30][N:35]([CH3:34])[CH3:3])[CH2:19][CH2:18]1)([O:12][C:13]([CH3:16])([CH3:15])[CH3:14])=[O:11] |f:0.1,5.6|. Procedure: Sodium borohydride (1.2 g, 31.4 mmol) was dissolved in THF (20 mL) and TFA (2.42 mL, 31.4 mmol) in THF (20 mL) was added dropwise at 0° C., and the reaction was stirred for about 30 minutes. 1-Boc-4-(3-Chloro-2-cyano-phenyl)-piperazine (2.0 g, 6.3 mmol) was dissolved in ThF (20 mL) and added dropwise to the solution at 0° C., and the reaction was stirred for about 24 hours. The reaction was carefully quenched with H2O and ethyl acetate (200 mL) was added. The mixture was washed with H2O (3×25 mL... Reactants: CC(C)([O-])C.[K+] (potassium tert-butoxide), CC1=CC(=NC(=C1)NC1=NC=CC(=C1)C(F)(F)F)C=1C=NC(=CC1)C(=O)[C@@H]1CC[C@H](CC1)C(=O)OC (methyl trans-4-[(4-methyl-6-{[4-(trifluoromethyl)pyridin-2-yl]amino}-2,3′-bipyridin-6′-yl)carbonyl]cyclohexanecarboxylate). Product: CC1=CC(=NC(=C1)NC1=NC=CC(=C1)C(F)(F)F)C=1C=NC(=CC1)C(=C)[C@@H]1CC[C@H](CC1)C(=O)OC (methyl trans-4-[1-(4-methyl-6-{[4-(trifluoromethyl)pyridin-2-yl]amino}-2,3′-bipyridin-6′-yl)ethenyl]cyclohexanecarboxylate). Solvent: C1CCOC1 (THF), C(C)(=O)OCC (ethyl acetate), O (water), C1CCOC1 (THF). Reagents/catalysts: [Br-].C[P+](C1=CC=CC=C1)(C1=CC=CC=C1)C1=CC=CC=C1 (methyltriphenylphosphonium bromide). Procedure details: To a flask was added methyltriphenylphosphonium bromide (444 mg, 1.24 mmol) and THF (3.1 mL). The mixture was cooled to 0° C., and potassium tert-butoxide (1.0 M in THF, 1.39 mL, 1.39 mmol) was added. The mixture was stirred at 0° C. for 30 minutes. A solution of methyl trans-4-[(4-methyl-6-{[4-(trifluoromethyl)pyridin-2-yl]amino}-2,3′-bipyridin-6′-yl)carbonyl]cyclohexanecarboxylate (310 mg, 0.622 mmol) in THF (2 mL) was added dropwise at 0° C., and the mixture was stirred at 0° C. for 30 minute... Reaction SMILES: [CH3:1]C(C)([O-])C.[K+].[CH3:7][C:8]1[CH:13]=[C:12]([NH:14][C:15]2[CH:20]=[C:19]([C:21]([F:24])([F:23])[F:22])[CH:18]=[CH:17][N:16]=2)[N:11]=[C:10]([C:25]2[CH:26]=[N:27][C:28]([C:31]([C@H:33]3[CH2:38][CH2:37][C@H:36]([C:39]([O:41][CH3:42])=[O:40])[CH2:35][CH2:34]3)=O)=[CH:29][CH:30]=2)[CH:9]=1>[Br-].C[P+](C1C=CC=CC=1)(C1C=CC=CC=1)C1C=CC=CC=1.C1COCC1.C(OCC)(=O)C.O>[CH3:7][C:8]1[CH:13]=[C:12]([NH:14][C:15]2[CH:20]=[C:19]([C:21]([F:23])([F:22])[F:24])[CH:18]=[CH:17][N:16]=2)[N:11]=[C:10]([C:25]2[CH:26]=[N:27][C:28]([C:31]([C@H:33]3[CH2:34][CH2:35][C@H:36]([C:39]([O:41][CH3:42])=[O:40])[CH2:37][CH2:38]3)=[CH2:1])=[CH:29][CH:30]=2)[CH:9]=1 |f:0.1,3.4|. Reaction conditions: temperature 0 celsius, time 30 minute. Starting materials: COc1ccc2cc(C(C)C(=O)O)ccc2c1, CC(=O)c1ccc(N)cc1. Reagents/catalysts: C1CCC(CC1)N=C=NC2CCCCC2 (DCC), CCN(C(C)C)C(C)C (DIPEA), C1=CC=C2C(=C1)C(=O)N(C2=O)O (N-Hydroxyphthalimide). Run in CN(C)C=O (DMF), CN(C)C=O (DMF), CN(C)C=O (DMF), CN(C)C=O (DMF), CN(C)C=O (DMF), CN(C)C=O (DMF). Conditions: temperature 25 celsius, time 2 hour. The product is COc1ccc2cc(C(C)C(=O)Nc3ccc(C(C)=O)cc3)ccc2c1. Isolated yield 0.3%. Reaction SMILES: CC(=O)c1ccc(N)cc1.COc1ccc2cc(C(C)C(=O)O)ccc2c1.C1CCC(CC1)N=C=NC2CCCCC2.C1=CC=C2C(=C1)C(=O)N(C2=O)O.CCN(C(C)C)C(C)C.CN(C)C=O>>COc1ccc2cc(C(C)C(=O)Nc3ccc(C(C)=O)cc3)ccc2c1. Reactants: COc1ccccc1Oc1c(NS(=O)(=O)c2ccc(C(C)(C)C)cc2)nc(-c2ncccn2)nc1OCCCO, CCOC(C)=O, CN(C)C=O, O=[Cr](=O)([O-])O[Cr](=O)(=O)[O-], c1cc[nH+]cc1, c1cc[nH+]cc1. Product: COc1ccccc1Oc1c(NS(=O)(=O)c2ccc(C(C)(C)C)cc2)nc(-c2ncccn2)nc1OCCC(=O)O. RXN SMILES: [C:1]([CH3:2])([CH3:3])([CH3:4])[c:5]1[cH:6][cH:7][c:8]([S:11](=[O:12])(=[O:13])[NH:14][c:15]2[n:16][c:17](-[c:35]3[n:36][cH:37][cH:38][cH:39][n:40]3)[n:18][c:19]([O:30][CH2:31][CH2:32][CH2:33][OH:34])[c:20]2[O:21][c:22]2[c:23]([O:28][CH3:29])[cH:24][cH:25][cH:26][cH:27]2)[cH:9][cH:10]1.[CH3:62][CH2:63][O:64][C:65](=[O:66])[CH3:67].[CH3:68][N:69]([CH3:70])[CH:71]=[O:72].[Cr:41](=[O:42])([O:43][Cr:44]([O-:45])(=[O:46])=[O:47])([O-:48])=[O:49].[nH+:50]1[cH:51][cH:52][cH:53][cH:54][cH:55]1.[nH+:56]1[cH:57][cH:58][cH:59][cH:60][cH:61]1>>[C:1]([CH3:2])([CH3:3])([CH3:4])[c:5]1[cH:6][cH:7][c:8]([S:11](=[O:12])(=[O:13])[NH:14][c:15]2[n:16][c:17](-[c:35]3[n:36][cH:37][cH:38][cH:39][n:40]3)[n:18][c:19]([O:30][CH2:31][CH2:32][C:33](=[O:34])[OH:42])[c:20]2[O:21][c:22]2[c:23]([O:28][CH3:29])[cH:24][cH:25][cH:26][cH:27]2)[cH:9][cH:10]1. Reactants: ice water, C(=O)(O)[O-].[Na+] (NaHCO3), NC=1SC=C(N1)/C(/C(=O)NC1[C@@H]2N(C(=C(CS2)\C=C/C)C(=O)O)C1=O)=N/OC(C1=CC=CC=C1)(C1=CC=CC=C1)C1=CC=CC=C1 (7-[(Z)-2-(2-Aminothiazol-4-yl)-2-trityloxyiminoacetamido]-3-[(Z)-1-propenyl]-3-cephem-4-carboxylic Acid), C(=O)([O-])[O-].[K+].[K+] (K2CO3), C(C)(=O)OC(C)Br (1-acetoxyethyl bromide). The solvent is CN(C)C=O (DMF). Conditions: temperature 5 celsius, time 65 minute. The product is NC=1SC=C(N1)/C(/C(=O)NC1[C@@H]2N(C(=C(CS2)\C=C/C)C(=O)OC(C)OC(C)=O)C1=O)=N/OC(C1=CC=CC=C1)(C1=CC=CC=C1)C1=CC=CC=C1 (1-Acetoxyethyl 7-[(Z)-2-(2-Aminothiazol-4-yl)-2-trityloxyiminoacetamido]-3-[(Z)-1-propenyl]-3-cephem-4-carboxylate). Yield: 96.5%. RXN SMILES: [NH2:1][C:2]1[S:3][CH:4]=[C:5](/[C:7](=[N:26]/[O:27][C:28]([C:41]2[CH:46]=[CH:45][CH:44]=[CH:43][CH:42]=2)([C:35]2[CH:40]=[CH:39][CH:38]=[CH:37][CH:36]=2)[C:29]2[CH:34]=[CH:33][CH:32]=[CH:31][CH:30]=2)/[C:8]([NH:10][CH:11]2[C:24](=[O:25])[N:13]3[C:14]([C:21]([OH:23])=[O:22])=[C:15](/[CH:18]=[CH:19]\[CH3:20])[CH2:16][S:17][C@H:12]23)=[O:9])[N:6]=1.C([O-])([O-])=O.[K+].[K+].[C:53]([O:56][CH:57](Br)[CH3:58])(=[O:55])[CH3:54].C([O-])(O)=O.[Na+]>CN(C=O)C>[NH2:1][C:2]1[S:3][CH:4]=[C:5](/[C:7](=[N:26]/[O:27][C:28]([C:35]2[CH:40]=[CH:39][CH:38]=[CH:37][CH:36]=2)([C:29]2[CH:30]=[CH:31][CH:32]=[CH:33][CH:34]=2)[C:41]2[CH:46]=[CH:45][CH:44]=[CH:43][CH:42]=2)/[C:8]([NH:10][CH:11]2[C:24](=[O:25])[N:13]3[C:14]([C:21]([O:23][CH:57]([O:56][C:53](=[O:55])[CH3:54])[CH3:58])=[O:22])=[C:15](/[CH:18]=[CH:19]\[CH3:20])[CH2:16][S:17][C@H:12]23)=[O:9])[N:6]=1 |f:1.2.3,5.6|. Procedure details: To a cooled solution of the product of Procedure 7 (34.4 g, 52.8 mmol) and well-milled K2CO3 (7.24 g, 52.8 mmol) in dry DMF (344 ml) was added 1-acetoxyethyl bromide (17.64 g, 105.6 mmol) at 0° C. under argon and the mixture was stirred at about 5° C. for 65 min. The reaction mixture was poured into ice-water (1720 ml) with stirring adjusted to pH 7 with aq. NaHCO3 solution, and stirred for 30 min. The resulting precipitate was collected, washed with water (100 ml) and dried to give 37.61 g of t...